This data is from the Open Reaction Database (ORD), a public repository of structured organic reaction records. The task is: describe an organic reaction: reactants, conditions, products, and yield Reactants: C1COCCO1, CC(=O)[O-], Cc1nc(N)nc(Cl)n1, CS(=O)(=O)N1CCN(Cc2cnc(Nc3cccc(O)c3)c(Cl)c2)CC1, [K+]. Yields the product Cc1nc(N)nc(-c2cc(CN3CCN(S(C)(=O)=O)CC3)cnc2Nc2cccc(O)c2)n1. As a reaction SMILES: [CH2:1]1[O:2][CH2:3][CH2:4][O:5][CH2:6]1.[CH3:34][C:35](=[O:36])[O-:37].[Cl:38][c:39]1[n:40][c:41]([NH2:46])[n:42][c:43]([CH3:45])[n:44]1.[Cl:7][c:8]1[c:9]([NH:25][c:26]2[cH:27][c:28]([OH:32])[cH:29][cH:30][cH:31]2)[n:10][cH:11][c:12]([CH2:14][N:15]2[CH2:16][CH2:17][N:18]([S:21](=[O:22])(=[O:23])[CH3:24])[CH2:19][CH2:20]2)[cH:13]1.[K+:33]>>[c:8]1(-[c:39]2[n:40][c:41]([NH2:46])[n:42][c:43]([CH3:45])[n:44]2)[c:9]([NH:25][c:26]2[cH:27][c:28]([OH:32])[cH:29][cH:30][cH:31]2)[n:10][cH:11][c:12]([CH2:14][N:15]2[CH2:16][CH2:17][N:18]([S:21](=[O:22])(=[O:23])[CH3:24])[CH2:19][CH2:20]2)[cH:13]1. Reactants: BrC=1C=C(C=NC1)N1C2CN3CC(CC(C1)C3)C2 (4-(5-Bromopyridin-3-yl)-1,4-diazatricyclo[4.3.1.13,8]undecane), COC1=C(C(=CC=C1)OC)B(O)O (2,6-dimethoxyphenylboronic acid). Reported procedure: The title compound was prepared from the product of Example 65A and 2,6-dimethoxyphenylboronic acid according to General Method B: LC-MS Method D (ESI+) m/z 366.0 (M+H)+, retention time 1.34 minutes. Reaction SMILES: Br[C:2]1[CH:3]=[C:4]([N:8]2[CH2:16][CH:15]3[CH2:17][N:11]4[CH2:12][CH:13]([CH2:18][CH:9]2[CH2:10]4)[CH2:14]3)[CH:5]=[N:6][CH:7]=1.[CH3:19][O:20][C:21]1[CH:26]=[CH:25][CH:24]=[C:23]([O:27][CH3:28])[C:22]=1B(O)O>>[CH3:19][O:20][C:21]1[CH:26]=[CH:25][CH:24]=[C:23]([O:27][CH3:28])[C:22]=1[C:2]1[CH:3]=[C:4]([N:8]2[CH2:16][CH:15]3[CH2:17][N:11]4[CH2:12][CH:13]([CH2:18][CH:9]2[CH2:10]4)[CH2:14]3)[CH:5]=[N:6][CH:7]=1. Product: COC1=C(C(=CC=C1)OC)C=1C=C(C=NC1)N1C2CN3CC(CC(C1)C3)C2 (4-[5-(2,6-dimethoxyphenyl)pyridin-3-yl]-1,4-diazatricyclo[4.3.1.13,8]undecane). Reactants: C(C)(C)(C)C=1N=C(C=2C(N1)=NN(N2)CC)N2CC(CC2)(F)F (5-tert-Butyl-7-(3,3-difluoro-pyrrolidin-1-yl)-2-ethyl-2H-[1,2,3]triazolo[4,5-d]pyrimidine), C(C)(C)(C)C=1N=C(C2=C(N1)NN=N2)N2CC(CC2)(F)F (5-tert-butyl-7-(3,3-difluoropyrrolidin-1-yl)-3H-[1,2,3]triazolo[4,5-d]pyrimidine), BrCCC1=CC=C(C=C1)Cl (1-(2-bromoethyl)-4-chlorobenzene). Yields the product C(C)(C)(C)C=1N=C(C=2C(N1)=NN(N2)CCC2=CC=C(C=C2)Cl)N2CC(CC2)(F)F (5-tert-Butyl-2-[2-(4-chloro-phenyl)-ethyl]-7-(3,3-difluoro-pyrrolidin-1-yl)-2H-[1,2,3]triazolo[4,5-d]pyrimidine). As a reaction SMILES: [C:1]([C:5]1[N:6]=[C:7]([N:16]2[CH2:20][CH2:19][C:18]([F:22])([F:21])[CH2:17]2)[C:8]2[C:9](=[N:11][N:12]([CH2:14][CH3:15])[N:13]=2)[N:10]=1)([CH3:4])([CH3:3])[CH3:2].C(C1N=C(N2CCC(F)(F)C2)C2N=NNC=2N=1)(C)(C)C.BrCC[C:46]1[CH:51]=[CH:50][C:49]([Cl:52])=[CH:48][CH:47]=1>>[C:1]([C:5]1[N:6]=[C:7]([N:16]2[CH2:20][CH2:19][C:18]([F:21])([F:22])[CH2:17]2)[C:8]2[C:9](=[N:11][N:12]([CH2:14][CH2:15][C:46]3[CH:51]=[CH:50][C:49]([Cl:52])=[CH:48][CH:47]=3)[N:13]=2)[N:10]=1)([CH3:2])([CH3:3])[CH3:4]. Reported procedure: In analogy to the procedure described for the synthesis of 5-tert-butyl-7-(3,3-difluoro-pyrrolidin-1-yl)-2-ethyl-2H-[1,2,3]triazolo[4,5-d]pyrimidine (example 3, step b), the title compound was prepared from 5-tert-butyl-7-(3,3-difluoropyrrolidin-1-yl)-3H-[1,2,3]triazolo[4,5-d]pyrimidine and 1-(2-bromoethyl)-4-chlorobenzene and isolated as white solid. MS (m/e): 421.3 (MH+). The reactants are FC=1C(=C2C(=NC1)N(C=C2)S(=O)(=O)C2=CC=C(C)C=C2)C2=CN=C(S2)C2(CN(C2)C(=O)OC(C)(C)C)OCOC (tert-butyl 3-(5-(5-fluoro-1-tosyl-1H-pyrrolo[2,3-b]pyridin-4-yl)thiazol-2-yl)-3-(methoxymethoxy)azetidine-1-carboxylate), CO (methanol), Cl (HCl). Solvent: [Cl-].[Na+].O (brine), C(C)(=O)OCC (ethyl acetate). Reaction conditions: temperature 60 celsius. The product is FC=1C(=C2C(=NC1)N(C=C2)S(=O)(=O)C2=CC=C(C)C=C2)C2=CN=C(S2)C2(CNC2)O (3-(5-(5-fluoro-1-tosyl-1H-pyrrolo[2,3-b]pyridin-4-yl)thiazol-2-yl)azetidin-3-ol). As a reaction SMILES: [F:1][C:2]1[C:3]([C:21]2[S:25][C:24]([C:26]3([O:37]COC)[CH2:29][N:28](C(OC(C)(C)C)=O)[CH2:27]3)=[N:23][CH:22]=2)=[C:4]2[CH:10]=[CH:9][N:8]([S:11]([C:14]3[CH:20]=[CH:19][C:17]([CH3:18])=[CH:16][CH:15]=3)(=[O:13])=[O:12])[C:5]2=[N:6][CH:7]=1.CO.Cl>[Cl-].[Na+].O.C(OCC)(=O)C>[F:1][C:2]1[C:3]([C:21]2[S:25][C:24]([C:26]3([OH:37])[CH2:29][NH:28][CH2:27]3)=[N:23][CH:22]=2)=[C:4]2[CH:10]=[CH:9][N:8]([S:11]([C:14]3[CH:15]=[CH:16][C:17]([CH3:18])=[CH:19][CH:20]=3)(=[O:13])=[O:12])[C:5]2=[N:6][CH:7]=1 |f:3.4.5|. Procedure details: A flask was charged with tert-butyl 3-(5-(5-fluoro-1-tosyl-1H-pyrrolo[2,3-b]pyridin-4-yl)thiazol-2-yl)-3-(methoxymethoxy)azetidine-1-carboxylate (Example 54B) (500 mg, 0.849 mmol), methanol (6.5 mL) and aqueous 2 molar HCl solution (2.58 mL, 8.49 mmol). The reaction mixture was heated to 60° C. for 5 hours, then 35° C. overnight. The reaction mixture was cooled to room temperature and diluted with saturated aqueous brine solution and ethyl acetate. The layers were separated, and the aqueous laye... The reactants are NCC1CCc2ccc([N+](=O)[O-])cc2C(O)C1, C1COCCO1, O=S(=O)(O)O. The product is NCC1C=Cc2cc([N+](=O)[O-])ccc2CC1. Reaction SMILES: [N+:1](=[O:2])([O-:3])[c:4]1[cH:5][c:6]2[c:7]([cH:16][cH:17]1)[CH2:8][CH2:9][CH:10]([CH2:14][NH2:15])[CH2:11][CH:12]2[OH:13].[O:23]1[CH2:24][CH2:25][O:26][CH2:27][CH2:28]1.[S:18](=[O:19])(=[O:20])([OH:21])[OH:22]>>[N+:1](=[O:2])([O-:3])[c:4]1[cH:5][c:6]2[c:7]([cH:16][cH:17]1)[CH2:8][CH2:9][CH:10]([CH2:14][NH2:15])[CH:11]=[CH:12]2. The reactants are O=C(O)C1CCN(C(=O)OCc2ccccc2)CC1, O=C(Cl)C(=O)Cl, ClCCl, [N-]=[N+]=[N-], [Na+], CN(C)C=O, O. Product: O=C=NC1CCN(C(=O)OCc2ccccc2)CC1. As a reaction SMILES: [CH2:1]([c:2]1[cH:3][cH:4][cH:5][cH:6][cH:7]1)[O:8][C:9](=[O:10])[N:11]1[CH2:12][CH2:13][CH:14]([C:17]([OH:18])=[O:19])[CH2:15][CH2:16]1.[Cl:25][C:26]([C:27]([Cl:28])=[O:29])=[O:30].[Cl:35][CH2:36][Cl:37].[N-:32]=[N+:33]=[N-:34].[Na+:31].[O:20]=[CH:21][N:22]([CH3:23])[CH3:24].[OH2:38]>>[CH2:1]([c:2]1[cH:3][cH:4][cH:5][cH:6][cH:7]1)[O:8][C:9](=[O:10])[N:11]1[CH2:12][CH2:13][CH:14]([N:22]=[C:21]=[O:20])[CH2:15][CH2:16]1. The reactants are CCOC(=O)CC(CON=C(c1ccc(OC)cc1)c1ccc(OC)cc1)=NOC, CO, Cl. Product: CON=C(CON=C(c1ccc(OC)cc1)c1ccc(OC)cc1)CC(=O)O. As a reaction SMILES: [CH2:1]([CH3:2])[O:3][C:4](=[O:5])[CH2:6][C:7]([CH2:8][O:9][N:10]=[C:11]([c:12]1[cH:13][cH:14][c:15]([O:18][CH3:19])[cH:16][cH:17]1)[c:20]1[cH:21][cH:22][c:23]([O:26][CH3:27])[cH:24][cH:25]1)=[N:28][O:29][CH3:30].[CH3:32][OH:33].[ClH:31]>>[O:3]=[C:4]([OH:5])[CH2:6][C:7]([CH2:8][O:9][N:10]=[C:11]([c:12]1[cH:13][cH:14][c:15]([O:18][CH3:19])[cH:16][cH:17]1)[c:20]1[cH:21][cH:22][c:23]([O:26][CH3:27])[cH:24][cH:25]1)=[N:28][O:29][CH3:30].